This data is from the Open Reaction Database (ORD), a public repository of structured organic reaction records. The task is: describe an organic reaction: reactants, conditions, products, and yield The reactants are P(=O)(Cl)(Cl)Cl (phosphoryl chloride), C(=O)NC=1SC=C(N1)C(C(=O)O)=NOCCN=[N+]=[N-] (2-(2-formamidothiazol-4-yl)-2-(2-azidoethoxyimino)acetic acid), NC1[C@@H]2N(C(=C(CS2)CSC2=NN=NN2C)C(=O)O)C1=O (7-amino-3-(1-methyl-1H-tetrazol-5-yl)thiomethyl-3-cephem-4-carboxylic acid), C[Si](C)(C)CC(=O)N (trimethylsilylacetamide). Solvent: C(C)(=O)OCC (ethyl acetate), CN(C=O)C (N,N-Dimethylformamide). Product: C(=O)NC=1SC=C(N1)C(C(=O)NC1[C@@H]2N(C(=C(CS2)CSC2=NN=NN2C)C(=O)O)C1=O)=NOCCN=[N+]=[N-] (7-[2-(2-formamidothiazol-4-yl)-2-(2-azidoethoxyimino)acetamido]-3-(1-methyl-1H-tetrazol-5-yl)thiomethyl-3-cephem-4-carboxylic acid). Yield: 58.8%. RXN SMILES: P(Cl)(Cl)(Cl)=O.[CH:6]([NH:8][C:9]1[S:10][CH:11]=[C:12]([C:14](=[N:18][O:19][CH2:20][CH2:21][N:22]=[N+:23]=[N-:24])[C:15]([OH:17])=O)[N:13]=1)=[O:7].[NH2:25][CH:26]1[C:44](=[O:45])[N:28]2[C:29]([C:41]([OH:43])=[O:42])=[C:30]([CH2:33][S:34][C:35]3[N:39]([CH3:40])[N:38]=[N:37][N:36]=3)[CH2:31][S:32][C@H:27]12.C[Si](CC(N)=O)(C)C>C(OCC)(=O)C.CN(C)C=O>[CH:6]([NH:8][C:9]1[S:10][CH:11]=[C:12]([C:14](=[N:18][O:19][CH2:20][CH2:21][N:22]=[N+:23]=[N-:24])[C:15]([NH:25][CH:26]2[C:44](=[O:45])[N:28]3[C:29]([C:41]([OH:43])=[O:42])=[C:30]([CH2:33][S:34][C:35]4[N:39]([CH3:40])[N:38]=[N:37][N:36]=4)[CH2:31][S:32][C@H:27]23)=[O:17])[N:13]=1)=[O:7]. Reported procedure: N,N-Dimethylformamide (0.207 g.), phosphoryl chloride (0.436 g.), 2-(2-formamidothiazol-4-yl)-2-(2-azidoethoxyimino)acetic acid (syn isomer, 0.65 g.), 7-amino-3-(1-methyl-1H-tetrazol-5-yl)thiomethyl-3-cephem-4-carboxylic acid (0.85 g.), trimethylsilylacetamide (2.71 g.) and ethyl acetate (20 ml.) were treated in a similar manner to that of Example 5-(1) to give 7-[2-(2-formamidothiazol-4-yl)-2-(2-azidoethoxyimino)acetamido]-3-(1-methyl-1H-tetrazol-5-yl)thiomethyl-3-cephem-4-carboxylic acid (syn ... Starting materials: product, C([O-])([O-])=S.[Na+].[Na+] (sodium thiocarbonate), [OH-].[Na+] (sodium hydroxide), C1=CC=C(C(=C1)C2=C3C=C(C(=O)C(=C3OC4=C(C(=C(C=C24)Br)[O-])Br)Br)Br)C(=O)[O-].[Na+].[Na+] (bromo acid). Solvent: O (water). Conditions: time 24 hour. Product: SC(C(=O)O)CC(C)C (2-Mercapto-4-Methyl-Pentanoic Acid). Yield: 34.0%. RXN SMILES: [OH-].[Na+].C1C=[C:7]([C:9]2[C:23]3C(=C(Br)C([O-])=C(Br)C=3)OC3[C:10]=2C=C(Br)C(C=3Br)=O)[C:6]([C:29]([O-:31])=[O:30])=CC=1.[Na+].[Na+].C(=[S:37])([O-])[O-].[Na+].[Na+]>O>[SH:37][CH:6]([CH2:7][CH:9]([CH3:23])[CH3:10])[C:29]([OH:31])=[O:30] |f:0.1,2.3.4,5.6.7|. Reported procedure: A total of 1.25 g. (6.5 mmoles) of the product prepared above is taken up in 2 ml. of water. Sufficient 1 N sodium hydroxide is added to dissolve the bromo acid. To this mixture, there is added 5 ml. of 40% sodium thiocarbonate and the vessel is closed and allowed to stand at room temperature for 24 hours. At the end of this period, the solution is acidified with 18 N. sulfuric acid, and extracted with 2 10 ml. portions of ethyl ether. The combined extracts are dried over anhydrous magnesium sul... As a reaction SMILES: [C:1]1([N:7]2[C:20](=[O:21])[C:19]3[C:14](=[CH:15][CH:16]=[CH:17][CH:18]=3)[C:13]3[CH:12]=[CH:11][CH:10]=[CH:9][C:8]2=3)[CH:6]=[CH:5][CH:4]=[CH:3][CH:2]=1.C1C(=O)N([Br:29])C(=O)C1.O>C(Cl)Cl.C(#N)C>[Br:29][C:4]1[CH:3]=[CH:2][C:1]([N:7]2[C:20](=[O:21])[C:19]3[C:14](=[CH:15][CH:16]=[CH:17][CH:18]=3)[C:13]3[CH:12]=[CH:11][CH:10]=[CH:9][C:8]2=3)=[CH:6][CH:5]=1. The reactants are C1CC(=O)N(C1=O)Br (NBS), C1(=CC=CC=C1)N1C=2C=CC=CC2C2=CC=CC=C2C1=O (5-phenyl-5H-phenanthridin-6-one), O (water). Run in C(C)#N (acetonitrile), C(Cl)Cl (CH2Cl2). Procedure: 6.0 g (22 2 mmol) of 5-phenyl-5H-phenanthridin-6-one are initially introduced in 150 ml of CH2Cl2. A solution of 4 g (22 5 mmol) of NBS in 100 ml of acetonitrile is subsequently added dropwise at −15° C. with exclusion of light, the mixture is allowed to come to room temperature and is stirred at this temperature for a further 4 h. 150 ml of water are subsequently added to the mixture, which is then extracted with CH2Cl2. The organic phase is dried over MgSO4, and the solvents are removed in vac... Run at time 4 hour. The product is BrC1=CC=C(C=C1)N1C=2C=CC=CC2C2=CC=CC=C2C1=O (5-(4-Bromophenyl)-5H-phenanthridin-6-one). The reactants are di-acid, [Li]CCCC (n-BuLi), C(C1=CC=CC=C1)[C@@H]1NC(OC1)=O ((S)-4-benzyloxazolidin-2-one), C1CCOC1 (THF), C(C(C)(C)C)(=O)Cl (Pivaloyl chloride), C(C\C=C\CC(=O)O)(=O)O ((E)-hex-3-enedioic acid), CN1CCOCC1 (NMM), C1CCOC1 (THF). Conditions: time 45 minute. Yields the product C(C1=CC=CC=C1)[C@@H]1N(C(OC1)=O)C(C\C=C\CC(=O)N1C(OC[C@@H]1CC1=CC=CC=C1)=O)=O ((E)-1,6-bis((S)-4-benzyl-2-oxooxazolidin-3-yl)hex-3-ene-1,6-dione). The yield is 23.8%. RXN SMILES: C(Cl)(=O)[C:2]([CH3:5])([CH3:4])[CH3:3].[C:8]([OH:17])(=O)[CH2:9]/[CH:10]=[CH:11]/[CH2:12][C:13]([OH:15])=O.C[N:19]1[CH2:24][CH2:23][O:22][CH2:21]C1.[Li][CH2:26][CH2:27][CH2:28]C.[CH2:30]([C@H:37]1[CH2:41][O:40][C:39](=[O:42])[NH:38]1)[C:31]1[CH:36]=[CH:35][CH:34]=[CH:33][CH:32]=1.C1C[O:46]CC1>>[CH2:30]([C@H:37]1[CH2:41][O:40][C:39](=[O:42])[N:38]1[C:13](=[O:15])[CH2:12]/[CH:11]=[CH:10]/[CH2:9][C:8]([N:19]1[C@@H:24]([CH2:5][C:2]2[CH:3]=[CH:28][CH:27]=[CH:26][CH:4]=2)[CH2:23][O:22][C:21]1=[O:46])=[O:17])[C:31]1[CH:32]=[CH:33][CH:34]=[CH:35][CH:36]=1. Procedure details: Pivaloyl chloride (6.73 gm, 55.8 mmol) was slowly added to a solution of (E)-hex-3-enedioic acid (4.00 gm, 27.8 mmol) and NMM (5.64 gm, 55.8 mmol) in THF (100 mL) at 0° C. The ice bath was removed and the mixture was allowed warm to rt. After 30 min the mixture was cooled back down to 0° C. In a separate vessel, a solution of n-BuLi (2.5 M in hexanes, 22.2 mL, 55.5 mmol) was slowly added to a −78° C. solution of (S)-4-benzyloxazolidin-2-one (Evans chiral auxiliary) (9.84 gm, 55.5 mmol) in THF (1... The reactants are Cl.C(C)N (Ethylamine hydrochloride), ClC1=CC=C(C=C1)C1=N[C@H](C=2N(C3=C1C=C(C=C3)C3=CC=C(C=C3)C=O)C(=NN2)C)CC(=O)NCC ((S)-2-(6-(4-Chlorophenyl)-8-(4-formylphenyl)-1-methyl-4H-benzo[f][1,2,4]triazolo[4,3-a][1,4]diazepin-4-yl)-N-ethylacetamide), C(C)(=O)O[BH-](OC(C)=O)OC(C)=O.[Na+] (Sodium triacetoxyborohydride), C(O)([O-])=O.[Na+] (sodium hydrogen carbonate), Intermediate 6. Solvent: C(C)(=O)O (acetic acid), C(Cl)Cl (DCM). Reaction conditions: time 5 minute. Yields the product ClC1=CC=C(C=C1)C1=N[C@H](C=2N(C3=C1C=C(C=C3)C3=CC=C(C=C3)CNCC)C(=NN2)C)CC(=O)NCC ((S)-2-(6-(4-chlorophenyl)-8-(4-((ethylamino)methyl)phenyl)-1-methyl-4H-benzo[f][1,2,4]triazolo[4,3-a][1,4]diazepin-4-yl)-N-ethylacetamide). As a reaction SMILES: [Cl:1][C:2]1[CH:7]=[CH:6][C:5]([C:8]2[C:14]3[CH:15]=[C:16]([C:19]4[CH:24]=[CH:23][C:22]([CH:25]=O)=[CH:21][CH:20]=4)[CH:17]=[CH:18][C:13]=3[N:12]3[C:27]([CH3:30])=[N:28][N:29]=[C:11]3[C@H:10]([CH2:31][C:32]([NH:34][CH2:35][CH3:36])=[O:33])[N:9]=2)=[CH:4][CH:3]=1.Cl.[CH2:38]([NH2:40])[CH3:39].C(O[BH-](OC(=O)C)OC(=O)C)(=O)C.[Na+].C(=O)([O-])O.[Na+]>C(Cl)Cl.C(O)(=O)C>[Cl:1][C:2]1[CH:7]=[CH:6][C:5]([C:8]2[C:14]3[CH:15]=[C:16]([C:19]4[CH:20]=[CH:21][C:22]([CH2:25][NH:40][CH2:38][CH3:39])=[CH:23][CH:24]=4)[CH:17]=[CH:18][C:13]=3[N:12]3[C:27]([CH3:30])=[N:28][N:29]=[C:11]3[C@H:10]([CH2:31][C:32]([NH:34][CH2:35][CH3:36])=[O:33])[N:9]=2)=[CH:4][CH:3]=1 |f:1.2,3.4,5.6|. Reported procedure: (S)-2-(6-(4-Chlorophenyl)-8-(4-formylphenyl)-1-methyl-4H-benzo[f][1,2,4]triazolo[4,3-a][1,4]diazepin-4-yl)-N-ethylacetamide (for a preparation see Intermediate 6) (75 mg) was dissolved in DCM (5 ml). Ethylamine hydrochloride (18.42 mg) and acetic acid (8.62 μl) were added and the reaction mixture was stirred for 5 min. Sodium triacetoxyborohydride (160 mg) was added and the reaction mixture was stirred at room temperature, under nitrogen, over the weekend. Saturated sodium hydrogen carbonate sol... The reactants are FC(C(=O)O)(F)F.FC(C(=O)O)(F)F.ClC=1C=NC=2NC=3C=CC=C(CCC4=C(C=CC(NC1N2)=C4)NC(C[C@H]4CNCCC4)=O)C3 (N-[6-chloro-2,4,8,22-tetraazatetracyclo[14.3.1.1(3,7).1(9,13)]docosa-1(20),3(22),4,6,9(21),10,12,16,18-nonaen-12-yl]-2-[(3S)-piperidin-3-yl]acetamide bis(trifluoroacetate)), C(C1=CC=CC=C1)(=O)Cl (benzoyl chloride). Procedure details: The desired compound was prepared according to the procedure of Example D94 using N-[6-chloro-2,4,8,22-tetraazatetracyclo[14.3.1.1(3,7).1(9,13)]docosa-1(20),3(22),4,6,9(21),10,12,16,18-nonaen-12-yl]-2-[(3S)-piperidin-3-yl]acetamide bis(trifluoroacetate) and benzoyl chloride as the starting materials in 71% yield. LCMS for C32H32ClN6O2 (M+H)+: m/z=567.0. Yields the product FC(C(=O)O)(F)F.C(C1=CC=CC=C1)(=O)N1C[C@@H](CCC1)CC(=O)NC=1C=CC=2NC3=C(C=NC(NC=4C=CC=C(CCC1C2)C4)=N3)Cl (2-[(3S)-1-Benzoylpiperidin-3-yl]-N-[6-chloro-2,4,8,22-tetraazatetracyclo[14.3.1.1(3,7).1(9,13)]docosa-1(20),3(22),4,6,9(21),10,12,16,18-nonaen-12-yl]acetamide trifluoroacetate). As a reaction SMILES: [F:1][C:2]([F:7])([F:6])[C:3]([OH:5])=[O:4].FC(F)(F)C(O)=O.[Cl:15][C:16]1[CH:17]=[N:18][C:19]2[NH:20][C:21]3[CH:22]=[CH:23][CH:24]=[C:25]([CH:47]=3)[CH2:26][CH2:27][C:28]3[CH:36]=[C:32]([NH:33][C:34]=1[N:35]=2)[CH:31]=[CH:30][C:29]=3[NH:37][C:38](=[O:46])[CH2:39][C@@H:40]1[CH2:45][CH2:44][CH2:43][NH:42][CH2:41]1.[C:48](Cl)(=[O:55])[C:49]1[CH:54]=[CH:53][CH:52]=[CH:51][CH:50]=1>>[F:1][C:2]([F:7])([F:6])[C:3]([OH:5])=[O:4].[C:48]([N:42]1[CH2:43][CH2:44][CH2:45][C@@H:40]([CH2:39][C:38]([NH:37][C:29]2[CH:30]=[CH:31][C:32]3[NH:33][C:34]4[N:35]=[C:19]([NH:20][C:21]5[CH:22]=[CH:23][CH:24]=[C:25]([CH:47]=5)[CH2:26][CH2:27][C:28]=2[CH:36]=3)[N:18]=[CH:17][C:16]=4[Cl:15])=[O:46])[CH2:41]1)(=[O:55])[C:49]1[CH:54]=[CH:53][CH:52]=[CH:51][CH:50]=1 |f:0.1.2,4.5|. Isolated yield 71.0%.